Dataset: the Open Reaction Database (ORD), a public repository of structured organic reaction records. Task: describe an organic reaction: reactants, conditions, products, and yield The reactants are BrB(Br)Br, CCOC(=O)N1CCc2c(sc(NC(=O)c3cccc(OC)c3)c2C#N)C1, ClCCl. Yields the product CCOC(=O)N1CCc2c(sc(NC(=O)c3cccc(O)c3)c2C#N)C1. As a reaction SMILES: [B:28]([Br:29])([Br:30])[Br:31].[CH2:1]([CH3:2])[O:3][C:4](=[O:5])[N:6]1[CH2:7][c:8]2[c:9]([c:12]([C:26]#[N:27])[c:13]([NH:15][C:16](=[O:17])[c:18]3[cH:19][c:20]([O:24][CH3:25])[cH:21][cH:22][cH:23]3)[s:14]2)[CH2:10][CH2:11]1.[Cl:32][CH2:33][Cl:34]>>[CH2:1]([CH3:2])[O:3][C:4](=[O:5])[N:6]1[CH2:7][c:8]2[c:9]([c:12]([C:26]#[N:27])[c:13]([NH:15][C:16](=[O:17])[c:18]3[cH:19][c:20]([OH:24])[cH:21][cH:22][cH:23]3)[s:14]2)[CH2:10][CH2:11]1. The reactants are CN1CCOCC1 (4-methylmorpholine), NC1=C(C(=O)O)C=C(C=C1)[N+](=O)[O-] (2-amino-5-nitro-benzoic acid), Cl.C(C)N=C=NCCCN(C)C (1-ethyl-3-(3′-dimethylaminopropyl)carbodiimide hydrochloride), O.ON1N=NC2=C1C=CC=C2 (1-hydroxybenzotriazole hydrate), [OH-].[NH4+] (ammonium hydroxide). Run in C1CCOC1 (THF). Reaction conditions: time 10 minute. The product is NC1=C(C(=O)N)C=C(C=C1)[N+](=O)[O-] (2-amino-5-nitro-benzamide). RXN SMILES: [NH2:1][C:2]1[CH:10]=[CH:9][C:8]([N+:11]([O-:13])=[O:12])=[CH:7][C:3]=1[C:4](O)=[O:5].Cl.C([N:17]=C=NCCCN(C)C)C.O.ON1C2C=CC=CC=2N=N1.CN1CCOCC1.[OH-].[NH4+]>C1COCC1>[NH2:1][C:2]1[CH:10]=[CH:9][C:8]([N+:11]([O-:13])=[O:12])=[CH:7][C:3]=1[C:4]([NH2:17])=[O:5] |f:1.2,3.4,6.7|. Reported procedure: To a mixture of 2-amino-5-nitro-benzoic acid (12.9 g, 81.9 mmol), 1-ethyl-3-(3′-dimethylaminopropyl)carbodiimide hydrochloride (EDCl) (17.3 g, 90.1 mmol), 1-hydroxybenzotriazole hydrate (HOBt) (12.2 g, 90.1 mmol) in THF (200 mL) was added 4-methylmorpholine (NMM) (9.91 mL, 90.1 mmol). After 10 minutes, ammonium hydroxide (50% v/v, 50 mL) was added. The mixture was stirred at room temperature under nitrogen for 17 hours. Solvent was removed under reduced pressure. Water was added. The solid separ... The reactants are [OH-].[Na+] (NaOH), COC=1C=CC=C2C(=NC(=NC12)Cl)Cl (8-Methoxy-2,4-dichloroquinazoline), NC=1C(=CC=CC1)C (o-toluidine), C(C)(=O)[O-].[Na+] (sodium acetate). Solvent: O (water), O1CCCC1 (tetrahydrofuran). Product: COC=1C=CC=C2C(=NC(=NC12)Cl)NC1=C(C=CC=C1)C (8-methoxy-4-(2-methylphenylamino)-2-chloroquinazoline). Yield: 60.3%. As a reaction SMILES: [CH3:1][O:2][C:3]1[CH:4]=[CH:5][CH:6]=[C:7]2[C:12]=1[N:11]=[C:10]([Cl:13])[N:9]=[C:8]2Cl.[NH2:15][C:16]1[C:17]([CH3:22])=[CH:18][CH:19]=[CH:20][CH:21]=1.C([O-])(=O)C.[Na+].[OH-].[Na+]>O.O1CCCC1>[CH3:1][O:2][C:3]1[CH:4]=[CH:5][CH:6]=[C:7]2[C:12]=1[N:11]=[C:10]([Cl:13])[N:9]=[C:8]2[NH:15][C:16]1[CH:21]=[CH:20][CH:19]=[CH:18][C:17]=1[CH3:22] |f:2.3,4.5|. Procedure details: 8-Methoxy-2,4-dichloroquinazoline (3.7 g, 0.016 mol) was stirred in a mixture of water (85 ml), tetrahydrofuran (125 ml), o-toluidine (1.7 g, 0.016 mol) and sodium acetate (2.2 g, 0.027 mol) for a total of 4 days with heating to 50° for a total of 32 hours and the addition of a total of 20 ml 0.01 mol NaOH dropwise over this period maintaining the pH at 7. The reaction mixture was evaporated in vacuo and crystallised from ethanol/water to give 8-methoxy-4-(2-methylphenylamino)-2-chloroquinazolin... Reactants: C(C1=NC2=CC=CC=C2C=C1)(=O)O (quinaldic acid), CI (methyliodide). The product is C(C1=NC2=CC=CC=C2C=C1)(=O)OC (methyl quinaldate). Reaction SMILES: [C:1]([OH:13])(=[O:12])[C:2]1[CH:11]=[CH:10][C:9]2[C:4](=[CH:5][CH:6]=[CH:7][CH:8]=2)[N:3]=1.[CH3:14]I>>[C:1]([O:13][CH3:14])(=[O:12])[C:2]1[CH:11]=[CH:10][C:9]2[C:4](=[CH:5][CH:6]=[CH:7][CH:8]=2)[N:3]=1. Procedure details: Reaction of 10.0 g of quinaldic acid with 5.4 ml of methyliodide by the method described in Example 97f) for 20 h at room temperature and purification of the crude product by FC over 80 g of silica gel (mobile phase C) gives methyl quinaldate as a white solid: Rf (50:50:6 mixture of hexane, ethyl acetate and glacial acetic acid)=0.65. As a reaction SMILES: [CH3:1][O:2][C:3]1[C:10]([CH3:11])=[CH:9][CH:8]=[CH:7][C:4]=1[CH:5]=O.[NH2:12][C:13]1[CH:17]=[CH:16][NH:15][N:14]=1.O=[C:19]([CH2:26][CH2:27][CH3:28])[CH2:20][C:21]([O:23][CH2:24][CH3:25])=[O:22]>>[CH3:1][O:2][C:3]1[C:10]([CH3:11])=[CH:9][CH:8]=[CH:7][C:4]=1[CH:5]1[C:20]([C:21]([O:23][CH2:24][CH3:25])=[O:22])=[C:19]([CH2:26][CH2:27][CH3:28])[NH:12][C:13]2=[N:14][NH:15][CH:16]=[C:17]12. The reactants are COC1=C(C=O)C=CC=C1C (2-methoxy-3-methylbenzaldehyde), NC1=NNC=C1 (3-aminopyrazole), O=C(CC(=O)OCC)CCC (ethyl 3-ketohexanoate). Procedure: A suspension of 2,6-dimethylphenol (19.5 g), iodomethane (31 ml) and potassium carbonate (33.2 g) in dimethylformamide (200 ml) was stirred at 60° C. for 10 hours. The reaction mixture was poured into water (300 ml) and the mixture was extracted with ethyl acetate. The extract was washed with a saturated aqueous sodium chloride solution and dried over anhydrous magnesium sulfate. The solvent was evaporated and the obtained residue was purified by silica gel column chromatography (eluent:hexane) ... Product: COC1=C(C=CC=C1C)C1C=2C(NC(=C1C(=O)OCC)CCC)=NNC2 (Ethyl 4,7-dihydro-4-(2-methoxy-3-methylphenyl)-6-propyl-2H-pyrazolo[3,4-b]pyridine-5-carboxylate).